Dataset: the Open Reaction Database (ORD), a public repository of structured organic reaction records. Task: describe an organic reaction: reactants, conditions, products, and yield Starting materials: C1(=CC=C(C=C1)S(=O)(=O)N1CC2=CC=C(C=C2C1)F)C (2-(p-toluenesulfonyl)-5-fluoroisoindoline), C1(=CC=CC=C1)O (phenol), C(CC)(=O)O (propionic acid). Solvent: Br (hydrobromic acid). The product is FC=1C=C2CNCC2=CC1 (5-fluoroisoindoline). The yield is 0.1%. RXN SMILES: C1(C)C=CC(S([N:10]2[CH2:18][C:17]3[C:12](=[CH:13][CH:14]=[C:15]([F:19])[CH:16]=3)[CH2:11]2)(=O)=O)=CC=1.C1(O)C=CC=CC=1.C(O)(=O)CC>Br>[F:19][C:15]1[CH:16]=[C:17]2[C:12](=[CH:13][CH:14]=1)[CH2:11][NH:10][CH2:18]2. Procedure details: The procedure of Reference Example 6-(3) was followed using 10.2 g of 2-(p-toluenesulfonyl)-5-fluoroisoindoline, 10 g of phenol, 150 ml of 48% hydrobromic acid, and 25 ml of propionic acid. Purification of the crude product by vacuum distillation gave 5.0 mg of 5-fluoroisoindoline. The reactants are C[O-], CN(C)C=O, CCOC=O, Cl, [Na+], CC(=O)Nc1nc2c(s1)C(=O)CCC2, c1ccccc1. The product is CC(=O)Nc1nc2c(s1)C(=O)C(C=O)CC2. As a reaction SMILES: [CH3:1][O-:2].[CH3:24][N:25]([CH3:26])[CH:27]=[O:28].[CH:18](=[O:19])[O:20][CH2:21][CH3:22].[ClH:23].[Na+:3].[O:4]=[C:5]1[CH2:6][CH2:7][CH2:8][c:9]2[n:10][c:11]([NH:14][C:15]([CH3:16])=[O:17])[s:12][c:13]21.[cH:29]1[cH:30][cH:31][cH:32][cH:33][cH:34]1>>[O:4]=[C:5]1[CH:6]([CH:18]=[O:19])[CH2:7][CH2:8][c:9]2[n:10][c:11]([NH:14][C:15]([CH3:16])=[O:17])[s:12][c:13]21. Starting materials: [BH3-]C#N, COc1cc2c(cc1OC)CC(=O)N(CCCNCCCNc1cc(Cl)c(N)c(Cl)c1)CC2, [Na+]. Product: COc1cc2c(cc1OC)CC(=O)N(CCCN(C)CCCNc1cc(Cl)c(N)c(Cl)c1)CC2. Reaction SMILES: [C:34]([BH3-:35])#[N:36].[CH3:1][O:2][c:3]1[cH:4][c:5]2[c:6]([cH:30][c:31]1[O:32][CH3:33])[CH2:7][C:8](=[O:29])[N:9]([CH2:12][CH2:13][CH2:14][NH:15][CH2:16][CH2:17][CH2:18][NH:19][c:20]1[cH:21][c:22]([Cl:28])[c:23]([NH2:27])[c:24]([Cl:26])[cH:25]1)[CH2:10][CH2:11]2.[Na+:37]>>[CH3:1][O:2][c:3]1[cH:4][c:5]2[c:6]([cH:30][c:31]1[O:32][CH3:33])[CH2:7][C:8](=[O:29])[N:9]([CH2:12][CH2:13][CH2:14][N:15]([CH2:16][CH2:17][CH2:18][NH:19][c:20]1[cH:21][c:22]([Cl:28])[c:23]([NH2:27])[c:24]([Cl:26])[cH:25]1)[CH3:34])[CH2:10][CH2:11]2. Starting materials: COc1cc(Br)c2ncc(I)cc2c1, Br, [Na+], [OH-]. Product: Oc1cc(Br)c2ncc(I)cc2c1. As a reaction SMILES: [Br:1][c:2]1[cH:3][c:4]([O:13][CH3:14])[cH:5][c:6]2[cH:7][c:8]([I:12])[cH:9][n:10][c:11]12.[BrH:15].[Na+:17].[OH-:16]>>[Br:1][c:2]1[cH:3][c:4]([OH:13])[cH:5][c:6]2[cH:7][c:8]([I:12])[cH:9][n:10][c:11]12. The reactants are BrC=1C(=C(C=O)C=CC1)F (3-bromo-2-fluorobenzaldehyde), FC1=CC=C(C=C1)[Mg]Br ((4-fluorophenyl)magnesium bromide). Solvent: C1CCOC1 (THF). Conditions: temperature -78 celsius. The product is BrC=1C(=C(C=CC1)C(O)C1=CC=C(C=C1)F)F ((3-Bromo-2-fluorophenyl)(4-fluorophenyl)methanol). RXN SMILES: [Br:1][C:2]1[C:3]([F:10])=[C:4]([CH:7]=[CH:8][CH:9]=1)[CH:5]=[O:6].[F:11][C:12]1[CH:17]=[CH:16][C:15]([Mg]Br)=[CH:14][CH:13]=1>C1COCC1>[Br:1][C:2]1[C:3]([F:10])=[C:4]([CH:5]([C:15]2[CH:16]=[CH:17][C:12]([F:11])=[CH:13][CH:14]=2)[OH:6])[CH:7]=[CH:8][CH:9]=1. Reported procedure: To a solution of 3-bromo-2-fluorobenzaldehyde (0.150 g, 0.739 mmol) in THF (3.21 mL) cooled to −78° C. was added (4-fluorophenyl)magnesium bromide (0.443 mL, 0.887 mmol). The reaction mixture was maintained at −78° C. for at least 1 hr, then allowed to warm to room temperature slowly over 2 hr. The reaction was quenched with a saturated aqueous solution of NH4Cl. The reaction mixture was diluted with CH2Cl2 and the layers were separated. The aqueous phase was extracted with CH2Cl2 (2×). Organics... Yields the product AcOEt-Petroleum ether, C(C)(=O)OCCC1=C(C=C(C2=CC=CC=C12)N)[N+](=O)[O-] (2-[4-amino-2-nitronaphthalen-1-yl]ethyl acetate). Reported procedure: Acetic anhydride (4.0 mL, 42.39 mmol) was added to a solution of 2-[4-amino-2-nitronaphthalen-1-yl]ethanol (3.3 g, 14.21 mmol) in dry pyridine (33 mL) at room temperature and stirred for 2 hr. The mixture was diluted with AcOEt (100 mL). The organic layer was washed with H2O (30 mL), saturated aqueous NaHCO3 (30 mL), saturated aqueous NaCl (30 mL), and then the organic layer was dried (Na2SO4) and concentrated under reduced pressure. Flash chromatography (33% AcOEt-Petroleum ether) afforded 2-[4... Isolated yield 25.7%. Run in N1=CC=CC=C1 (pyridine), CCOC(=O)C (AcOEt). Conditions: time 2 hour. Starting materials: C(C)(=O)OC(C)=O (Acetic anhydride), NC1=CC(=C(C2=CC=CC=C12)CCO)[N+](=O)[O-] (2-[4-amino-2-nitronaphthalen-1-yl]ethanol). Reaction SMILES: [C:1]([O:4][C:5](=[O:7])[CH3:6])(=O)[CH3:2].[NH2:8][C:9]1[C:18]2[C:13](=[CH:14][CH:15]=[CH:16][CH:17]=2)[C:12](CCO)=[C:11]([N+:22]([O-:24])=[O:23])[CH:10]=1>N1C=CC=CC=1.CCOC(C)=O>[C:5]([O:4][CH2:1][CH2:2][C:12]1[C:13]2[C:18](=[CH:17][CH:16]=[CH:15][CH:14]=2)[C:9]([NH2:8])=[CH:10][C:11]=1[N+:22]([O-:24])=[O:23])(=[O:7])[CH3:6]. Reactants: C(C=1C(S)=CC=CC1)(=O)OC (methyl thiosalicylate), BrCCCC(=O)OCC (ethyl 4-bromobutyrate), C([O-])([O-])=O.[K+].[K+] (potassium carbonate). Run in CC(=O)C (acetone). Yields the product COC(C1=C(C=CC=C1)SCCCC(=O)OCC)=O (2-(3-Ethoxycarbonyl-propylsulfanyl)-benzoic acid methyl ester). Reaction SMILES: [C:1]([O:10][CH3:11])(=[O:9])[C:2]1[C:3](=[CH:5][CH:6]=[CH:7][CH:8]=1)[SH:4].Br[CH2:13][CH2:14][CH2:15][C:16]([O:18][CH2:19][CH3:20])=[O:17].C(=O)([O-])[O-].[K+].[K+]>CC(C)=O>[CH3:11][O:10][C:1](=[O:9])[C:2]1[CH:8]=[CH:7][CH:6]=[CH:5][C:3]=1[S:4][CH2:13][CH2:14][CH2:15][C:16]([O:18][CH2:19][CH3:20])=[O:17] |f:2.3.4|. Procedure details: A mixture of methyl thiosalicylate (3.25 g, 19.3 mmol), ethyl 4-bromobutyrate (5.7 g, 29 mmol) and potassium carbonate (5.4 g, 39 mmol) in acetone (40 mL) was heated at reflux for 1 hour, cooled and filtered to remove the solids. The solids were washed with acetone and the combined filtrates were concentrated under reduced pressure and chromatographed on silica gel eluting with a gradient of hexane:EtOAc (20:1, 10:1, 5:1 and 2:1) to provide the title compound. 1H NMR (CDCl3) δ 1.26 (t, J=7.12 Hz...